Dataset: the Open Reaction Database (ORD), a public repository of structured organic reaction records. Task: describe an organic reaction: reactants, conditions, products, and yield Reactants: BrC1=CC=C(C=2N(C(=NC21)Cl)C)N(CCC)CCC (4-bromo-2-chloro-1-methyl-N,N-dipropyl-1H-benzimidazol-7-amine), C1(=C(C(=CC(=C1)C)C)N)C (mesityl amine). The solvent is C(C)(=O)OCC (ethyl acetate). Reaction conditions: temperature 120 celsius. Product: BrC1=CC=C(C=2N(C(=NC21)NC2=C(C=C(C=C2C)C)C)C)N(CCC)CCC (4-Bromo-N2-mesityl-1-methyl-N7,N7-dipropyl-1H-benzimidazole-2,7-diamine). RXN SMILES: [Br:1][C:2]1[C:10]2[N:9]=[C:8](Cl)[N:7]([CH3:12])[C:6]=2[C:5]([N:13]([CH2:17][CH2:18][CH3:19])[CH2:14][CH2:15][CH3:16])=[CH:4][CH:3]=1.[C:20]1([CH3:29])[CH:25]=[C:24]([CH3:26])[CH:23]=[C:22]([CH3:27])[C:21]=1[NH2:28]>C(OCC)(=O)C>[Br:1][C:2]1[C:10]2[N:9]=[C:8]([NH:28][C:21]3[C:22]([CH3:27])=[CH:23][C:24]([CH3:26])=[CH:25][C:20]=3[CH3:29])[N:7]([CH3:12])[C:6]=2[C:5]([N:13]([CH2:17][CH2:18][CH3:19])[CH2:14][CH2:15][CH3:16])=[CH:4][CH:3]=1. Procedure: A mixture of 4-bromo-2-chloro-1-methyl-N,N-dipropyl-1H-benzimidazol-7-amine (220 mg, 0.638 mmol) and mesityl amine (1.79 ml, 12.8 mmol) was heated at 120° C. for 60 h. The mixture was dissolved in ethyl acetate and washed with saturated sodium bicarbonate in water, dried over magnesium sulfate and concentrated under vacuum. The residue was purified by column chromatography eluting 5% n-hexane/ethyl acetate to afford the title compound. Reactants: C1CCOC1, COC(=O)C(C)(CC(OC)OC)c1ccc(Cl)c(Cl)c1, Cl, O. Yields the product COC(=O)C(C)(CC=O)c1ccc(Cl)c(Cl)c1. As a reaction SMILES: [CH2:22]1[O:23][CH2:24][CH2:25][CH2:26]1.[CH3:1][O:2][C:3]([C:4]([CH2:5][CH:6]([O:7][CH3:10])[O:8][CH3:9])([CH3:11])[c:12]1[cH:13][c:14]([Cl:19])[c:15]([Cl:18])[cH:16][cH:17]1)=[O:20].[ClH:21].[OH2:27]>>[CH3:1][O:2][C:3]([C:4]([CH2:5][CH:6]=[O:7])([CH3:11])[c:12]1[cH:13][c:14]([Cl:19])[c:15]([Cl:18])[cH:16][cH:17]1)=[O:20]. Starting materials: NC1=NC=CC=C1C=O (2-Amino-pyridine-3-carbaldehyde), Cl (hydrochloric acid), BrCC(C(C)(C)C)=O (1-bromo-3,3-dimethyl-butan-2-one), [OH-].[Na+] (sodium hydroxide). Conditions: time 3 day. Product: C(C)(C)(C)C1=NC2=NC=CC=C2C=C1O (2-tert-butyl-[1,8]naphthyridin-3-ol). Isolated yield 24.0%. RXN SMILES: [NH2:1][C:2]1[C:7]([CH:8]=O)=[CH:6][CH:5]=[CH:4][N:3]=1.Br[CH2:11][C:12](=O)[C:13]([CH3:16])([CH3:15])[CH3:14].[OH-:18].[Na+].Cl>>[C:13]([C:12]1[C:11]([OH:18])=[CH:8][C:7]2[C:2](=[N:3][CH:4]=[CH:5][CH:6]=2)[N:1]=1)([CH3:16])([CH3:15])[CH3:14] |f:2.3|. Procedure: 2-Amino-pyridine-3-carbaldehyde (100 mg) and 1-bromo-3,3-dimethyl-butan-2-one (147 mg) were suspended in a 5 N aqueous sodium hydroxide solution (0.6 ml), and the suspension was hermtically sealed and, in this state, was allowed to stand for 3 days. The reaction solution was neutralized with 10% hydrochloric acid, and the resultant precipitate was then collected by filtration and was washed with water and chloroform. The powder as the residue was dried under the reduced pressure to give 2-tert-b...